This data is from the Open Reaction Database (ORD), a public repository of structured organic reaction records. The task is: describe an organic reaction: reactants, conditions, products, and yield Starting materials: F[B-](F)(F)F, Cc1ccc2c(c1)NCC2, CCN(C(C)C)C(C)C, Cl, Cl, O=C(O)c1cc(Nc2ccc3c(c2)CC2(C3)C(=O)Nc3ncccc32)ncn1, CN(C)C=O, CN(C)C(On1nnc2ccccc21)=[N+](C)C. The product is Cc1ccc2c(c1)N(C(=O)c1cc(Nc3ccc4c(c3)CC3(C4)C(=O)Nc4ncccc43)ncn1)CC2. Reaction SMILES: [B-:50]([F:51])([F:52])([F:53])[F:54].[CH3:31][c:32]1[cH:33][cH:34][c:35]2[c:39]([cH:40]1)[NH:38][CH2:37][CH2:36]2.[CH:41]([N:42]([CH2:43][CH3:44])[CH:45]([CH3:46])[CH3:47])([CH3:48])[CH3:49].[ClH:1].[ClH:30].[O:2]=[C:3]1[NH:4][c:5]2[n:6][cH:7][cH:8][cH:9][c:10]2[C:11]12[CH2:12][c:13]1[cH:14][cH:15][c:16]([NH:20][c:21]3[cH:22][c:23]([C:27](=[O:28])[OH:29])[n:24][cH:25][n:26]3)[cH:17][c:18]1[CH2:19]2.[O:72]=[CH:73][N:74]([CH3:75])[CH3:76].[n:55]1([O:56][C:57]([N:58]([CH3:59])[CH3:60])=[N+:61]([CH3:62])[CH3:63])[c:64]2[cH:65][cH:66][cH:67][cH:68][c:69]2[n:70][n:71]1>>[O:2]=[C:3]1[NH:4][c:5]2[n:6][cH:7][cH:8][cH:9][c:10]2[C:11]12[CH2:12][c:13]1[cH:14][cH:15][c:16]([NH:20][c:21]3[cH:22][c:23]([C:27](=[O:29])[N:38]4[CH2:37][CH2:36][c:35]5[cH:34][cH:33][c:32]([CH3:31])[cH:40][c:39]54)[n:24][cH:25][n:26]3)[cH:17][c:18]1[CH2:19]2. Starting materials: CCO, O=S1(=O)N=C(Cl)Nc2cc(Cl)sc21, NC1(CO)CCCC1. Yields the product O=S1(=O)N=C(NC2(CO)CCCC2)Nc2cc(Cl)sc21. Reaction SMILES: [CH3:22][CH2:23][OH:24].[Cl:1][C:2]1=[N:3][S:4](=[O:12])(=[O:13])[c:5]2[c:6]([cH:8][c:9]([Cl:11])[s:10]2)[NH:7]1.[NH2:14][C:15]1([CH2:20][OH:21])[CH2:16][CH2:17][CH2:18][CH2:19]1>>[C:2]1([NH:14][C:15]2([CH2:20][OH:21])[CH2:16][CH2:17][CH2:18][CH2:19]2)=[N:3][S:4](=[O:12])(=[O:13])[c:5]2[c:6]([cH:8][c:9]([Cl:11])[s:10]2)[NH:7]1. Reactants: COC(=O)CCC(C(=O)O)C (4-methoxycarbonyl-2-methylbutanoic acid), C(C1=CC=CC=C1)OC([C@@H](N)C)=O (L-alanine benzyl ester), OC1=CC=CC=2NN=NC21 (hydroxybenzotriazole), ice, C1(CCCCC1)N=C=NC1CCCCC1 (dicyclohexylcarbodiimide), ice, CC(C(=O)O)CCC(=O)O (2-Methylglutaric acid), C(C)(=O)Cl (acetyl chloride), C1(CCCCC1)NC1CCCCC1.COC(=O)CCC(C(=O)O)C (4-methoxycarbonyl-2-methyl butanoic acid dicyclohexylamine salt). Solvent: ClCCl (dichloromethane), C(C)(=O)OCC (ethyl acetate). Product: C(C1=CC=CC=C1)OC([C@@H](NC(C(CCC(=O)OC)C)=O)C)=O (N-(4-methoxycarbonyl-2-methylbutanoyl)-L-alanine benzyl ester). Reaction SMILES: [CH3:1][CH:2]([CH2:6][CH2:7][C:8]([OH:10])=[O:9])[C:3]([OH:5])=O.[C:11](Cl)(=O)C.C1(NC2CCCCC2)CCCCC1.COC(CCC(C)C(O)=O)=O.COC(CCC(C)C(O)=O)=O.[CH2:50]([O:57][C:58](=[O:62])[C@H:59]([CH3:61])[NH2:60])[C:51]1[CH:56]=[CH:55][CH:54]=[CH:53][CH:52]=1.OC1C2N=NNC=2C=CC=1.C1(N=C=NC2CCCCC2)CCCCC1>ClCCl.C(OCC)(=O)C>[CH2:50]([O:57][C:58](=[O:62])[C@H:59]([CH3:61])[NH:60][C:3](=[O:5])[CH:2]([CH3:1])[CH2:6][CH2:7][C:8]([O:10][CH3:11])=[O:9])[C:51]1[CH:56]=[CH:55][CH:54]=[CH:53][CH:52]=1 |f:2.3|. Procedure details: 2-Methylglutaric acid (14.6 g.) and acetyl chloride (26 ml.) are heated in the steam bath for one hour. The mixture is concentrated to dryness in vacuo and the residue is evaporated twice from toluene. The residue is dissolved in methanol (4.7 ml.) and heated on the steam bath for one hour and concentrated to dryness. The residue is dissolved in a mixture of ether (17 ml.), dicyclohexylamine (16.7 ml.) and hexane (83 ml.). The crystalline salt is filtered off and the filtrate is concentrated to ... The reactants are CCOC(=O)NC(CN=[N+]=[N-])c1cccc(C(F)(F)F)c1, CCO. The product is CCOC(=O)NC(CN)c1cccc(C(F)(F)F)c1. As a reaction SMILES: [CH2:1]([CH3:2])[O:3][C:4]([NH:5][CH:6]([CH2:7][N:8]=[N+:9]=[N-:10])[c:11]1[cH:12][c:13]([C:17]([F:18])([F:19])[F:20])[cH:14][cH:15][cH:16]1)=[O:21].[CH3:22][CH2:23][OH:24]>>[CH2:1]([CH3:2])[O:3][C:4]([NH:5][CH:6]([CH2:7][NH2:8])[c:11]1[cH:12][c:13]([C:17]([F:18])([F:19])[F:20])[cH:14][cH:15][cH:16]1)=[O:21]. Starting materials: C20H18N2O2S, ClC1=C2C3=C(NC2=C(C(=C1)C(=O)O)C)N=CC(=C3)C (5-chloro-3,8-dimethyl-9H-pyrido[2,3-b]indole-7-carboxylic acid), CN1CCC(CC1)N (1-methylpiperidin-4-amine), Compound 88. As a reaction SMILES: [Cl:1][C:2]1[CH:10]=[C:9]([C:11]([OH:13])=O)[C:8]([CH3:14])=[C:7]2[C:3]=1[C:4]1[CH:18]=[C:17]([CH3:19])[CH:16]=[N:15][C:5]=1[NH:6]2.[CH3:20][N:21]1[CH2:26][CH2:25][CH:24]([NH2:27])[CH2:23][CH2:22]1>>[Cl:1][C:2]1[CH:10]=[C:9]([C:11]([NH:27][CH:24]2[CH2:25][CH2:26][N:21]([CH3:20])[CH2:22][CH2:23]2)=[O:13])[C:8]([CH3:14])=[C:7]2[C:3]=1[C:4]1[CH:18]=[C:17]([CH3:19])[CH:16]=[N:15][C:5]=1[NH:6]2. The product is ClC1=C2C3=C(NC2=C(C(=C1)C(=O)NC1CCN(CC1)C)C)N=CC(=C3)C (5-chloro-3,8-dimethyl-N-(1-methylpiperidin-4-yl)-9H-pyrido[2,3-b]indole-7-carboxamide). Procedure: The title compound was synthesized from 5-chloro-3,8-dimethyl-9H-pyrido[2,3-b]indole-7-carboxylic acid and 1-methylpiperidin-4-amine using an analogous procedure to that described in the preparation of Compound 88. 1H NMR (400 MHz, DMSO-d6 with TFD) δ ppm 1.70-2.2 (m, 4H) 2.53 (br. s., 3H) 2.58 (s, 3H) 2.74-2.82 (m, 3H) 2.80-4.10 (m, 5H) 7.29 (s, 1H) 8.47 (s, 1H) 8.70 (s, 1H). [M+H] calc'd for C20H18N2O2S 371; found, 371.4. Starting materials: Cl.C(C1=CC=CC=C1)N1CCC(CC1)(C#N)C=1C=NC=CC1 (1-benzyl-4-(pyrid-3-yl)-4-cyanopiperidine hydrochloric acid salt), [OH-].[Na+] (sodium hydroxide), O (water). Solvent: CO (methanol), C(CO)O (ethylene glycol), C(C)O (ethanol), CO (methanol), ClCCl (dichloromethane), C(C)O (ethanol). Reaction conditions: temperature 50 celsius, time 15 hour. Product: C(C1=CC=CC=C1)N1CCC(CC1)(C(=O)O)C=1C=NC=CC1 (1-benzyl-4-(pyrid-3-yl)-piperidine-4-carboxylic acid). Reaction SMILES: Cl.[CH2:2]([N:9]1[CH2:14][CH2:13][C:12]([C:17]2[CH:18]=[N:19][CH:20]=[CH:21][CH:22]=2)([C:15]#N)[CH2:11][CH2:10]1)[C:3]1[CH:8]=[CH:7][CH:6]=[CH:5][CH:4]=1.[OH-:23].[Na+].[OH2:25]>C(O)CO.CO.C(O)C.ClCCl>[CH2:2]([N:9]1[CH2:14][CH2:13][C:12]([C:17]2[CH:18]=[N:19][CH:20]=[CH:21][CH:22]=2)([C:15]([OH:25])=[O:23])[CH2:11][CH2:10]1)[C:3]1[CH:8]=[CH:7][CH:6]=[CH:5][CH:4]=1 |f:0.1,2.3|. Reported procedure: Combine 1-benzyl-4-(pyrid-3-yl)-4-cyanopiperidine hydrochloric acid salt (10.0 g, 28 mmol), sodium hydroxide (7.6 g, 190 mmol), and water (2 mL) in ethylene glycol (120 mL). Heat to reflux. After 15 hours, evaporate in vacuo to give a residue. Combine the residue with methanol (20 mL) and ethanol (20 mL) and stir to give a solid. Filter to remove the solid. Add ethanol (50 mL) to the filtrate and stir for 1 hour to give a second solid. Remove the second solid by filtration and acidify the filtra...